Task: describe an organic reaction: reactants, conditions, products, and yield. Dataset: the Open Reaction Database (ORD), a public repository of structured organic reaction records Product: BrC=1C=C(C=CC1)CC(=O)N(C)C (2-(3-Bromophenyl)-N,N-dimethyl-acetamide), oil. As a reaction SMILES: [CH3:1][NH:2][CH3:3].[Br:4][C:5]1[CH:6]=[C:7]([CH2:11][C:12]([OH:14])=O)[CH:8]=[CH:9][CH:10]=1>CN(C)C1C=CN=CC=1.O1CCCC1.ClCCl>[Br:4][C:5]1[CH:6]=[C:7]([CH2:11][C:12]([N:2]([CH3:3])[CH3:1])=[O:14])[CH:8]=[CH:9][CH:10]=1. Solvent: ClCCl (dichloromethane), O1CCCC1 (tetrahydrofuran). Reaction conditions: time 8 hour. The reagents and catalysts are CN(C1=CC=NC=C1)C (4-dimethylaminopyridine). Procedure: Prepared according to the method described in Example 24a) from 1-(3-is dimethylaminopropyl)-3-ethylcarbodiimide 4-hydrochloride (2.15 g), 4-dimethylaminopyridine (3.82 g), a 2M solution of dimethylamine in tetrahydrofuran (10 ml) and a solution of 3-bromophenylacetic acid (2.15 g) in dichloromethane (100 ml). The mixture was stirred overnight at room temperature. The reaction mixture was washed with 2M hydrochloric acid (3×100 ml), the organic layer was dried over anhydrous magnesium sulfate, f... The reactants are BrC=1C=C(C=CC1)CC(=O)O (3-bromophenylacetic acid), CNC (dimethylamine), 1-(3-is dimethylaminopropyl)-3-ethylcarbodiimide 4-hydrochloride, solution. The reactants are CN(CC(=O)O)C(=O)OC(C)(C)C, CN(C)c1ccncc1, C(=NC1CCCCC1)=NC1CCCCC1, COC(=O)NCCCNc1cccc(Cl)c1, ClCCl. Yields the product COC(=O)NCCCN(C(=O)CN(C)C(=O)OC(C)(C)C)c1cccc(Cl)c1. As a reaction SMILES: [C:1]([CH3:2])([CH3:3])([CH3:4])[O:5][C:6](=[O:7])[N:8]([CH2:9][C:10](=[O:11])[OH:12])[CH3:13].[CH3:48][N:49]([c:50]1[cH:51][cH:52][n:53][cH:54][cH:55]1)[CH3:56].[CH:30]1([N:31]=[C:32]=[N:33][CH:34]2[CH2:35][CH2:36][CH2:37][CH2:38][CH2:39]2)[CH2:40][CH2:41][CH2:42][CH2:43][CH2:44]1.[Cl:14][c:15]1[cH:16][c:17]([NH:21][CH2:22][CH2:23][CH2:24][NH:25][C:26]([O:27][CH3:28])=[O:29])[cH:18][cH:19][cH:20]1.[Cl:45][CH2:46][Cl:47]>>[C:1]([CH3:2])([CH3:3])([CH3:4])[O:5][C:6](=[O:7])[N:8]([CH2:9][C:10](=[O:12])[N:21]([c:17]1[cH:16][c:15]([Cl:14])[cH:20][cH:19][cH:18]1)[CH2:22][CH2:23][CH2:24][NH:25][C:26]([O:27][CH3:28])=[O:29])[CH3:13]. The reactants are OC1=CC(=C(C(=O)O)C=C1)C(F)(F)F (4-hydroxy-2-trifluoromethylbenzoic acid), C(C=C)O (allyl alcohol). The product is OC1=CC(=C(C(=O)OCC=C)C=C1)C(F)(F)F (allyl 4-hydroxy-2-trifluoromethylbenzoate). Procedure: In a manner analogous to Example 1(a) starting with 2 g (9.7 mmoles) of 4-hydroxy-2-trifluoromethylbenzoic acid treated at 100° C. for 12 hours with 20 ml of allyl alcohol and 260 μl of concentrated sulfuric acid, give 1.4 g (59% yield) of the expected ester having a melting point of 82°-83°. Isolated yield 59.0%. RXN SMILES: [OH:1][C:2]1[CH:10]=[CH:9][C:5]([C:6]([OH:8])=[O:7])=[C:4]([C:11]([F:14])([F:13])[F:12])[CH:3]=1.[CH2:15](O)[CH:16]=[CH2:17]>S(=O)(=O)(O)O>[OH:1][C:2]1[CH:10]=[CH:9][C:5]([C:6]([O:8][CH2:17][CH:16]=[CH2:15])=[O:7])=[C:4]([C:11]([F:12])([F:13])[F:14])[CH:3]=1. The solvent is S(O)(O)(=O)=O (sulfuric acid). Reactants: COC(=O)c1cc(=O)n(CCN2CCC(N(Cc3ccc4c(c3)OCCO4)C(=O)OC(C)(C)C)CC2)c2ccccc12, CC(C)=O, [Na+], [OH-], O. Yields the product CC(C)(C)OC(=O)N(Cc1ccc2c(c1)OCCO2)C1CCN(CCn2c(=O)cc(C(=O)O)c3ccccc32)CC1. Reaction SMILES: [C:5]([CH3:6])([CH3:7])([CH3:8])[O:9][C:10](=[O:11])[N:12]([CH:13]1[CH2:14][CH2:15][N:16]([CH2:19][CH2:20][n:21]2[c:22](=[O:35])[cH:23][c:24]([C:31](=[O:32])[O:33][CH3:34])[c:25]3[cH:26][cH:27][cH:28][cH:29][c:30]23)[CH2:17][CH2:18]1)[CH2:36][c:37]1[cH:38][c:39]2[c:40]([cH:45][cH:46]1)[O:41][CH2:42][CH2:43][O:44]2.[CH3:1][C:2](=[O:3])[CH3:4].[Na+:48].[OH-:47].[OH2:49]>>[C:5]([CH3:6])([CH3:7])([CH3:8])[O:9][C:10](=[O:11])[N:12]([CH:13]1[CH2:14][CH2:15][N:16]([CH2:19][CH2:20][n:21]2[c:22](=[O:35])[cH:23][c:24]([C:31](=[O:32])[OH:33])[c:25]3[cH:26][cH:27][cH:28][cH:29][c:30]23)[CH2:17][CH2:18]1)[CH2:36][c:37]1[cH:38][c:39]2[c:40]([cH:45][cH:46]1)[O:41][CH2:42][CH2:43][O:44]2. Starting materials: CS(=O)C1=NC(=CC(=C1)CCC(=O)OC(C)(C)C)C=1SC2=C(C(N1)=O)C=CC=C2 (tert-Butyl 3-[2-(methylsulfinyl)-6-(4-oxo-4H-1,3-benzothiazin-2-yl)-4-pyridyl]propanoate), C(C)(C)OC(C)C (Diisopropyl ether). The solvent is FC(C(=O)O)(F)F (trifluoroacetic acid). Run at time 0.5 hour. Product: CS(=O)C1=NC(=CC(=C1)CCC(=O)O)C=1SC2=C(C(N1)=O)C=CC=C2 (3-[2-(methylsulfinyl)-6-(4-oxo-4H-1,3-benzothiazin-2-yl)-4-pyridyl]propionic acid). Isolated yield 90.6%. As a reaction SMILES: [CH3:1][S:2]([C:4]1[CH:9]=[C:8]([CH2:10][CH2:11][C:12]([O:14]C(C)(C)C)=[O:13])[CH:7]=[C:6]([C:19]2[S:20][C:21]3[CH:29]=[CH:28][CH:27]=[CH:26][C:22]=3[C:23](=[O:25])[N:24]=2)[N:5]=1)=[O:3].C(OC(C)C)(C)C>FC(F)(F)C(O)=O>[CH3:1][S:2]([C:4]1[CH:9]=[C:8]([CH2:10][CH2:11][C:12]([OH:14])=[O:13])[CH:7]=[C:6]([C:19]2[S:20][C:21]3[CH:29]=[CH:28][CH:27]=[CH:26][C:22]=3[C:23](=[O:25])[N:24]=2)[N:5]=1)=[O:3]. Procedure details: tert-Butyl 3-[2-(methylsulfinyl)-6-(4-oxo-4H-1,3-benzothiazin-2-yl)-4-pyridyl]propanoate (0.12 g, 0.28 mmol) was dissolved in trifluoroacetic acid (5 ml), and the mixture was stirred at room temperature for 0.5 hr. Diisopropyl ether was combined with the reaction mixture to give precipitates, which were recrystallized from ethanol to give the titled compound (0.095 g, 91%) as white crystals.